Dataset: the Open Reaction Database (ORD), a public repository of structured organic reaction records. Task: describe an organic reaction: reactants, conditions, products, and yield Starting materials: BrCc1ccccc1, O=C([O-])[O-], CN(C)C=O, [K+], [K+], Oc1ccc2c(c1)NCCC2, O. Product: Oc1ccc2c(c1)N(Cc1ccccc1)CCC2. As a reaction SMILES: [Br:12][CH2:13][c:14]1[cH:15][cH:16][cH:17][cH:18][cH:19]1.[C:20](=[O:21])([O-:22])[O-:23].[CH3:27][N:28]([CH3:29])[CH:30]=[O:31].[K+:24].[K+:25].[NH:1]1[CH2:2][CH2:3][CH2:4][c:5]2[cH:6][cH:7][c:8]([OH:11])[cH:9][c:10]21.[OH2:26]>>[N:1]1([CH2:13][c:14]2[cH:15][cH:16][cH:17][cH:18][cH:19]2)[CH2:2][CH2:3][CH2:4][c:5]2[cH:6][cH:7][c:8]([OH:11])[cH:9][c:10]21. Starting materials: C(C)(=O)N1C(CCCC1)C=1C=C(C(=O)[O-])C=C(C1)C(C)C1CCCCC1 (3-(1-acetylpiperidin-2-yl)-5-(1-cyclohexylethyl)benzoate). The reagents and catalysts are [OH-].[Na+] (NaOH). Solvent: C1CCOC1.CO.O (THF MeOH water). Conditions: time 3 hour. Product: C(C)(=O)N1C(CCCC1)C=1C=C(C(=O)O)C=C(C1)C(C)C1CCCCC1 (3-(1-acetylpiperidin-2-yl)-5-(1-cyclohexylethyl)benzoic acid). As a reaction SMILES: [C:1]([N:4]1[CH2:9][CH2:8][CH2:7][CH2:6][CH:5]1[C:10]1[CH:11]=[C:12]([CH:16]=[C:17]([CH:19]([CH:21]2[CH2:26][CH2:25][CH2:24][CH2:23][CH2:22]2)[CH3:20])[CH:18]=1)[C:13]([O-:15])=[O:14])(=[O:3])[CH3:2]>C1COCC1.CO.O.[OH-].[Na+]>[C:1]([N:4]1[CH2:9][CH2:8][CH2:7][CH2:6][CH:5]1[C:10]1[CH:11]=[C:12]([CH:16]=[C:17]([CH:19]([CH:21]2[CH2:26][CH2:25][CH2:24][CH2:23][CH2:22]2)[CH3:20])[CH:18]=1)[C:13]([OH:15])=[O:14])(=[O:3])[CH3:2] |f:1.2.3,4.5|. Procedure details: To a solution of 3-(1-acetylpiperidin-2-yl)-5-(1-cyclohexylethyl)benzoate (80 mg, 0.22 mmol) in THF:MeOH:water (1:1:1, 6 mL) was added NaOH (6 N, 10 drops) and the mixture was stirred for 3 h. The volatiles were removed in vacuo and the mixture was acidified with aqueous HCl (6 N) to a pH of about 2. The mixture was extracted with EtOAc (3×10 mL). The combined organics were washed with water (1×10 mL), brine (1×10 mL), dried over sodium sulfate, filtered and concentrated. The title compound was ...